This data is from the Open Reaction Database (ORD), a public repository of structured organic reaction records. The task is: describe an organic reaction: reactants, conditions, products, and yield The reactants are FC1=NC=C(C(=O)O)C=C1C (6-fluoro-5-methylnicotinic acid), FC(CO)(C(F)F)F (2,2,3,3-tetrafluoropropan-1-ol), Amine-1. The product is CC=1C(=NC=C(C(=O)O)C1)OCC(C(F)F)(F)F (5-methyl-6-(2,2,3,3-tetrafluoropropoxy)nicotinic acid). Yield: 99.0%. Reaction SMILES: F[C:2]1[C:10]([CH3:11])=[CH:9][C:5]([C:6]([OH:8])=[O:7])=[CH:4][N:3]=1.[F:12][C:13]([F:19])([CH:16]([F:18])[F:17])[CH2:14][OH:15]>>[CH3:11][C:10]1[C:2]([O:15][CH2:14][C:13]([F:19])([F:12])[CH:16]([F:18])[F:17])=[N:3][CH:4]=[C:5]([CH:9]=1)[C:6]([OH:8])=[O:7]. Procedure: The title compound is prepared in >99% yield (3.7 g, a white solid) from 6-fluoro-5-methylnicotinic acid (2.0 g, 12.9 mmol) and 2,2,3,3-tetrafluoropropan-1-ol (3.4 g, 25.8 mmol) instead of 2,2,2-trifluoroethanol by the similar manner in Step-1 of Amine-1. Procedure: To a cooled (−5° C.) solution of sodium hydroxide (252 g, 6.3 mol) in water (800 mL) was added bromine (86 mL, 1.68 mol) dropwise. The temperature of the reaction mixture was kept below −5° C. during the addition. A solution of 1-(2,6-Dichloro-3-fluorophenyl)ethanone (100 g, 480 mmol) in dioxane (800 ml) was added to the solution of sodium hypobromide in 1 h while maintaining the temperature below 0° C. The reaction mixture was warmed to room temperature and stirred for 2 h. After the TLC showed... Reactants: [OH-].[Na+] (sodium hydroxide), BrBr (bromine), ClC1=C(C(=CC=C1F)Cl)C(C)=O (1-(2,6-Dichloro-3-fluorophenyl)ethanone), Br[O-].[Na+] (sodium hypobromide). Product: ClC1=C(C(=O)O)C(=CC=C1F)Cl (2,6-Dichloro-3-fluorobenzoic acid). Conditions: time 2 hour. Run in O (water), O1CCOCC1 (dioxane). As a reaction SMILES: [OH-:1].[Na+].BrBr.[Cl:5][C:6]1[C:11]([F:12])=[CH:10][CH:9]=[C:8]([Cl:13])[C:7]=1[C:14](=[O:16])C.Br[O-].[Na+]>O.O1CCOCC1>[Cl:5][C:6]1[C:11]([F:12])=[CH:10][CH:9]=[C:8]([Cl:13])[C:7]=1[C:14]([OH:16])=[O:1] |f:0.1,4.5|. Reactants: [H-].[H-].[H-].[H-].[Li+].[Al+3] (LiAlH4), COC(=O)C1=CC=2N(C=C1)C=CN2 (imidazo[1,2-a]pyridine-7-carboxylic acid methyl ester), [OH-].[Na+] (NaOH). The solvent is C1CCOC1 (THF), C1CCOC1 (THF). Run at temperature 0 celsius, time 30 minute. Product: N=1C=CN2C1C=C(C=C2)CO (imidazo[1,2-a]pyridin-7-yl-methanol). RXN SMILES: C[O:2][C:3]([C:5]1[CH:10]=[CH:9][N:8]2[CH:11]=[CH:12][N:13]=[C:7]2[CH:6]=1)=O.[H-].[H-].[H-].[H-].[Li+].[Al+3].[OH-].[Na+]>C1COCC1>[N:13]1[CH:12]=[CH:11][N:8]2[CH:9]=[CH:10][C:5]([CH2:3][OH:2])=[CH:6][C:7]=12 |f:1.2.3.4.5.6,7.8|. Procedure: To a −78° C. cooled solution of imidazo[1,2-a]pyridine-7-carboxylic acid methyl ester (1 eq.) in dry THF was slowly added a solution of LiAlH4 in THF (1M in THF, 2 eq.). The reaction mixture was warmed to 0° C. and stirred for 30 min. The reaction mixture was then poured onto a cooled aqueous solution of NaOH 2N, stirred for 5 min and filtered through a pad of celite. The filtrate was partitioned between water and EtOAc, the organic layer was washed with brine, dried over MgSO4, filtered and con... Reactants: CNC1=C(C=CC=C1)C1CCNC=2N1N=C(C2C(=O)N)C2=CC=C(C=C2)OC2=CC=CC=C2 (7-(2-(methylamino)phenyl)-2-(4-phenoxy phenyl)-4,5,6,7-tetrahydropyrazolo[1,5-a]pyrimidine-3-carboxamide), C(C=C)(=O)Cl (acryloyl chloride), compound 8. Product: CN(C(C=C)=O)C1=C(C=CC=C1)C1CCNC=2N1N=C(C2C(=O)N)C2=CC=C(C=C2)OC2=CC=CC=C2 (7-(2-(N-methylacrylamido)phenyl)-2-(4-phenoxyphenyl)-4,5,6,7-tetrahydropyrazolo[1,5-a]pyrimidine-3-carboxamide). As a reaction SMILES: [CH3:1][NH:2][C:3]1[CH:8]=[CH:7][CH:6]=[CH:5][C:4]=1[CH:9]1[N:14]2[N:15]=[C:16]([C:21]3[CH:26]=[CH:25][C:24]([O:27][C:28]4[CH:33]=[CH:32][CH:31]=[CH:30][CH:29]=4)=[CH:23][CH:22]=3)[C:17]([C:18]([NH2:20])=[O:19])=[C:13]2[NH:12][CH2:11][CH2:10]1.[C:34](Cl)(=[O:37])[CH:35]=[CH2:36]>>[CH3:1][N:2]([C:3]1[CH:8]=[CH:7][CH:6]=[CH:5][C:4]=1[CH:9]1[N:14]2[N:15]=[C:16]([C:21]3[CH:26]=[CH:25][C:24]([O:27][C:28]4[CH:33]=[CH:32][CH:31]=[CH:30][CH:29]=4)=[CH:23][CH:22]=3)[C:17]([C:18]([NH2:20])=[O:19])=[C:13]2[NH:12][CH2:11][CH2:10]1)[C:34](=[O:37])[CH:35]=[CH2:36]. Procedure details: The desired product was prepared from 7-(2-(methylamino)phenyl)-2-(4-phenoxy phenyl)-4,5,6,7-tetrahydropyrazolo[1,5-a]pyrimidine-3-carboxamide and acryloyl chloride using the procedure similar to that for compound 8. 1H NMR (DMSO-d6) δ 7.45-7.37 (m, 6H), 7.29-7.24 (m, 1H), 7.15 (t, J=7.6 Hz, 1H), 7.06-7.00 (m, 5H), 6.81 (d, J=7.6 Hz, 1H), 6.25-6.16 (m, 2H), 5.94-5.87 (m, 1H), 5.63-5.51 (m, 1H), 5.41-5.35 (m, 1H), 3.41-3.22 (m, 5H), 2.41-1.97 (m, 2H). MS (ESI) m/e [M+1]+ 493.9. The reactants are [Br-], N#Cc1cccc2cc[nH]c12, Cc1ccccc1, C1CCOC1, O=S(=O)(O)O, [Mg+]c1cccs1. The product is O=C(c1cccs1)c1cccc2cc[nH]c12. RXN SMILES: [Br-:12].[C:1](#[N:2])[c:3]1[cH:4][cH:5][cH:6][c:7]2[cH:8][cH:9][nH:10][c:11]12.[CH3:29][c:30]1[cH:31][cH:32][cH:33][cH:34][cH:35]1.[O:24]1[CH2:25][CH2:26][CH2:27][CH2:28]1.[S:19]([OH:20])(=[O:21])(=[O:22])[OH:23].[s:13]1[c:14]([Mg+:18])[cH:15][cH:16][cH:17]1>>[C:1]([c:3]1[cH:4][cH:5][cH:6][c:7]2[cH:8][cH:9][nH:10][c:11]12)([c:14]1[s:13][cH:17][cH:16][cH:15]1)=[O:20].